Dataset: the Open Reaction Database (ORD), a public repository of structured organic reaction records. Task: describe an organic reaction: reactants, conditions, products, and yield The reactants are FC1=C(C(=O)NC=2SC=3C4CCC(CC3C2C(=O)O)O4)C(=CC=C1)C(F)(F)F (4-(2-Fluoro-6-trifluoromethyl-benzoylamino)-11-oxa-3-thia-tricyclo[6.2.1.02,6]undeca-2(6),4-diene-5-carboxylic acid), C(C)N (ethylamine), N (NH3). Product: C(C)NC(=O)C=1C2=C(SC1NC(C1=C(C=CC=C1C(F)(F)F)F)=O)C1CCC(C2)O1 (N-ethyl-2-{[2-fluoro-6-(trifluoromethyl)benzoyl]amino}-5,6,7,8-tetrahydro-4H-5,8-epoxycyclohepta[b]thiophene-3-carboxamide). As a reaction SMILES: [F:1][C:2]1[CH:24]=[CH:23][CH:22]=[C:21]([C:25]([F:28])([F:27])[F:26])[C:3]=1[C:4]([NH:6][C:7]1[S:8][C:9]2[CH:10]3[O:20][CH:13]([CH2:14][C:15]=2[C:16]=1[C:17](O)=[O:18])[CH2:12][CH2:11]3)=[O:5].[CH2:29]([NH2:31])[CH3:30].N>>[CH2:29]([NH:31][C:17]([C:16]1[C:15]2[CH2:14][CH:13]3[O:20][CH:10]([CH2:11][CH2:12]3)[C:9]=2[S:8][C:7]=1[NH:6][C:4](=[O:5])[C:3]1[C:21]([C:25]([F:26])([F:28])[F:27])=[CH:22][CH:23]=[CH:24][C:2]=1[F:1])=[O:18])[CH3:30]. Procedure details: The title compound was prepared from the product of Example 4A and ethylamine according to the procedure described for Example 4B. MS (DCI/NH3) m/z 443 (M+H)+. Conditions: temperature 0 celsius, time 30 minute. Product: CN1CC(C(CC1)C1=CC(=C(C=C1)Cl)Cl)CO (1-Methyl-3-hydroxymethyl-4-(3,4-dichlorophenyl)piperidine). Reported procedure: To a solution of 1-methyl-3-methoxycarbonyl-4-(3,4-dichlorophenyl)piperidine (10 g, 33 mmol) in tetrahydrofuran (100 mL) at −20° C. was added a suspension of lithium aluminium hydride (1.2 g, 32 mmol) in tetrahydrofuran (150 mL) over 35 min. The reaction was heated to 0° C. followed by successive addition of water (1 mL), sodium hydroxide (4 N, 1 mL) and water (10 mL). The reaction was stirred for another 30 min and filtered through celite. Evaporation of the solvent afforded 9.3 g of the title ... As a reaction SMILES: [CH3:1][N:2]1[CH2:7][CH2:6][CH:5]([C:8]2[CH:13]=[CH:12][C:11]([Cl:14])=[C:10]([Cl:15])[CH:9]=2)[CH:4]([C:16](OC)=[O:17])[CH2:3]1.[H-].[Al+3].[Li+].[H-].[H-].[H-].O.[OH-].[Na+]>O1CCCC1>[CH3:1][N:2]1[CH2:7][CH2:6][CH:5]([C:8]2[CH:13]=[CH:12][C:11]([Cl:14])=[C:10]([Cl:15])[CH:9]=2)[CH:4]([CH2:16][OH:17])[CH2:3]1 |f:1.2.3.4.5.6,8.9|. Yield: 102.8%. Reactants: [H-].[Al+3].[Li+].[H-].[H-].[H-] (lithium aluminium hydride), CN1CC(C(CC1)C1=CC(=C(C=C1)Cl)Cl)C(=O)OC (1-methyl-3-methoxycarbonyl-4-(3,4-dichlorophenyl)piperidine), O (water), [OH-].[Na+] (sodium hydroxide), O (water). Solvent: O1CCCC1 (tetrahydrofuran), O1CCCC1 (tetrahydrofuran). The reactants are FCCCO (3-fluoropropan-1-ol), BrC1=C(C=C2CC3(CCC(CC3)OC)C3(N=C(C(=N3)N(C(=O)OC(C)(C)C)C(=O)OC(C)(C)C)C)C2=C1)F (Di-tert-butyl (6′-bromo-5′-fluoro-4-methoxy-5″-methyl-3′H-dispiro[cyclohexane-1,2′-indene-1′,2″-imidazol]-4″-yl)imidodicarbonate), BrC1=C(C=C2CC3(CCC(CC3)OC)C3(N=C(C(=N3)N(C(=O)OC(C)(C)C)C(=O)OC(C)(C)C)C)C2=C1)F (Di-tert-butyl (6′-bromo-5′-fluoro-4-methoxy-5″-methyl-3′H-dispiro[cyclohexane-1,2′-indene-1′,2″-imidazol]-4″-yl)imidodicarbonate), C(C)(C)(C)P(C1=C(C(=CC=C1OC)C)C1=C(C=C(C=C1C(C)C)C(C)C)C(C)C)C(C)(C)C (di-tert-butyl(2′,4′,6′-triisopropyl-3-methoxy-6-methylbiphenyl-2-yl)phosphine), C([O-])([O-])=O.[Cs+].[Cs+] (cesium carbonate), FCCCO (3-fluoropropan-1-ol). The reagents and catalysts are [CH2-]C=C.[CH2-]C=C.Cl[Pd+].Cl[Pd+] (allylpalladium chloride dimer). Conditions: temperature 90 celsius. The product is FC=1C=C2CC3(CCC(CC3)OC)C3(N=C(C(=N3)N(C(=O)OC(C)(C)C)C(=O)OC(C)(C)C)C)C2=CC1OCCCF (Di-tert-butyl [5′-fluoro-6′-(3-fluoropropoxy)-4-methoxy-5″-methyl-3′H-dispiro[cyclohexane-1,2′-indene-1′,2″-imidazol]-4″-yl]imidodicarbonat). Reaction SMILES: Br[C:2]1[CH:37]=[C:36]2[C:5]([CH2:6][C:7]3([C:15]42[N:19]=[C:18]([N:20]([C:28]([O:30][C:31]([CH3:34])([CH3:33])[CH3:32])=[O:29])[C:21]([O:23][C:24]([CH3:27])([CH3:26])[CH3:25])=[O:22])[C:17]([CH3:35])=[N:16]4)[CH2:12][CH2:11][CH:10]([O:13][CH3:14])[CH2:9][CH2:8]3)=[CH:4][C:3]=1[F:38].C(P(C(C)(C)C)C1C(OC)=CC=C(C)C=1C1C(C(C)C)=CC(C(C)C)=CC=1C(C)C)(C)(C)C.C(=O)([O-])[O-].[Cs+].[Cs+].[F:78][CH2:79][CH2:80][CH2:81][OH:82]>[CH2-]C=C.[CH2-]C=C.Cl[Pd+].Cl[Pd+]>[F:38][C:3]1[CH:4]=[C:5]2[C:36](=[CH:37][C:2]=1[O:82][CH2:81][CH2:80][CH2:79][F:78])[C:15]1([N:19]=[C:18]([N:20]([C:28]([O:30][C:31]([CH3:34])([CH3:33])[CH3:32])=[O:29])[C:21]([O:23][C:24]([CH3:27])([CH3:26])[CH3:25])=[O:22])[C:17]([CH3:35])=[N:16]1)[C:7]1([CH2:12][CH2:11][CH:10]([O:13][CH3:14])[CH2:9][CH2:8]1)[CH2:6]2 |f:2.3.4,6.7.8.9|. Reported procedure: Di-tert-butyl (6′-bromo-5′-fluoro-4-methoxy-5″-methyl-3′H-dispiro[cyclohexane-1,2′-indene-1′,2″-imidazol]-4″-yl)imidodicarbonate (Intermediate 15, 0.261 g, 0.44 mmol), di-tert-butyl(2′,4′,6′-triisopropyl-3-methoxy-6-methylbiphenyl-2-yl)phosphine (0.012 g, 0.03 mmol), cesium carbonate (0.053 mL, 0.66 mmol), allylpalladium chloride dimer (3.1 mg, 8.78 μmol) and 3-fluoropropan-1-ol (0.069 g, 0.88 mmol) were placed in a tube. The tube was capped and inerted by vacuum-nitrogen purge cycles. Toluene (...